This data is from the Open Reaction Database (ORD), a public repository of structured organic reaction records. The task is: describe an organic reaction: reactants, conditions, products, and yield Procedure: The title compound was prepared according to the procedure of Example 20, with the modification that o-tolualdehyde was used instead of 2-naphthaldehyde in step b, and 3-amino-benzoic acid benzyl ester replaced 5-amino-isophthalic acid dibenzyl ester in step d. 1H NMR (300 MHz, d6-DMSO) 13.00 (1H, br s), 12.52 (1H, br s), 9.78 (1H, s), 8.51 (1H, s), 7.93 (1H, m), 7.60 (2H, m), 7.41 (1H, t), 7.32 (3H, m), 2.93 (2H, d), 2.54 (3H, s), 2.00 (1H, m), 1.66-1.22 (12H, m). The acid was converted to the ... RXN SMILES: [C:1]1([CH3:9])[C:2]([CH:7]=O)=[CH:3][CH:4]=[CH:5][CH:6]=1.C([O:17][C:18](=[O:26])[C:19]1[CH:24]=[CH:23][CH:22]=[C:21]([NH2:25])[CH:20]=1)C1C=CC=CC=1.C(OC(=O)C1[CH:51]=[C:50]([NH2:52])C=C(C(OCC2C=CC=CC=2)=O)C=1)C1C=CC=CC=1.[CH3:54][NH:55][CH2:56][C@@H:57]([C@H:59]([C@@H:61]([C@@H:63]([CH2:65]O)O)O)O)O.[OH2:67].O.O1CCO[CH2:71][CH2:70]1>>[CH:2]1([CH2:7][C:54]2[NH:55][C:56]([C:57]3[CH:59]=[CH:61][CH:63]=[CH:65][C:70]=3[CH3:71])=[N:52][C:50]=2[C:51]([NH:25][C:21]2[CH:20]=[C:19]([CH:24]=[CH:23][CH:22]=2)[C:18]([OH:17])=[O:26])=[O:67])[CH2:1][CH2:9][CH2:6][CH2:5][CH2:4][CH2:3]1 |f:5.6|. The reactants are C=1(C(=CC=CC1)C=O)C (o-tolualdehyde), CNC[C@H](O)[C@@H](O)[C@H](O)[C@H](O)CO (N-methyl-D-glucamine), O (H2O), C(C1=CC=CC=C1)OC(C1=CC(=CC=C1)N)=O (3-amino-benzoic acid benzyl ester), C(C1=CC=CC=C1)OC(C1=CC(C(=O)OCC2=CC=CC=C2)=CC(=C1)N)=O (5-amino-isophthalic acid dibenzyl ester), O.O1CCOCC1 (water dioxan). Product: C1(CCCCCC1)CC1=C(N=C(N1)C1=C(C=CC=C1)C)C(=O)NC=1C=C(C(=O)O)C=CC1 (3-[(5-Cycloheptylmethyl-2-o-tolyl-1H-imidazole-4-carbonyl)-amino]-benzoic Acid). Starting materials: O (water), S1CCCC(CCC1)=O (1-thiacyclooctane-5-one), Cl.COC1=CC=C(C=C1)NN (p-methoxyphenylhydrazine hydrochloride), C(C)(=O)[O-].[Na+] (sodium acetate). Run in C(C)(=O)O (acetic acid). Conditions: time 5 hour. Yields the product COC1=CC=2C3=C(NC2C=C1)CCCSCC3 (1,2,4,5,6,7-Hexahydro-10-methoxythiocino[5,4-b]indole). As a reaction SMILES: [S:1]1[CH2:8][CH2:7][CH2:6][C:5](=O)[CH2:4][CH2:3][CH2:2]1.Cl.[CH3:11][O:12][C:13]1[CH:18]=[CH:17][C:16]([NH:19]N)=[CH:15][CH:14]=1.C([O-])(=O)C.[Na+].O>C(O)(=O)C>[CH3:11][O:12][C:13]1[CH:18]=[CH:17][C:16]2[NH:19][C:5]3[CH2:4][CH2:3][CH2:2][S:1][CH2:8][CH2:7][C:6]=3[C:15]=2[CH:14]=1 |f:1.2,3.4|. Procedure details: A mixture of 14.42g (0.1 mole) of 1-thiacyclooctane-5-one, 17.46g (0.1 mole) of p-methoxyphenylhydrazine hydrochloride and 8.21g (0.1 mole) of anhydrous sodium acetate in 170 ml of acetic acid is refluxed with stirring for five hours under nitrogen. The mixture is cooled and poured into 1 liter of water. On standing there is deposited a solid which after washing with water and recrystallization from methanol, gives 18.1g (74%) of an analytical sample, m.p. 122.5°-123.5° C. Reactants: [BH3-]C#N, CO, CC=O, O=C(Nc1cccc(C(=O)C2CCNCC2)n1)c1c(F)cc(F)cc1F, [Na+], O=C(O)C(F)(F)F. The product is CCN1CCC(C(=O)c2cccc(NC(=O)c3c(F)cc(F)cc3F)n2)CC1. Reaction SMILES: [C:30]([BH3-:31])#[N:32].[CH3:41][OH:42].[CH:27]([CH3:28])=[O:29].[F:1][c:2]1[c:3]([C:4](=[O:5])[NH:6][c:7]2[n:8][c:9]([C:13](=[O:14])[CH:15]3[CH2:16][CH2:17][NH:18][CH2:19][CH2:20]3)[cH:10][cH:11][cH:12]2)[c:21]([F:26])[cH:22][c:23]([F:25])[cH:24]1.[Na+:33].[OH:34][C:35]([C:36]([F:37])([F:38])[F:39])=[O:40]>>[F:1][c:2]1[c:3]([C:4](=[O:5])[NH:6][c:7]2[n:8][c:9]([C:13](=[O:14])[CH:15]3[CH2:16][CH2:17][N:18]([CH2:27][CH3:28])[CH2:19][CH2:20]3)[cH:10][cH:11][cH:12]2)[c:21]([F:26])[cH:22][c:23]([F:25])[cH:24]1. The reactants are N=C(c1ccccc1)c1ccccc1, ClCCCl, Cc1cccc2nc(CN)n(-c3ccccc3)c(=O)c12. The product is Cc1cccc2nc(CN=C(c3ccccc3)c3ccccc3)n(-c3ccccc3)c(=O)c12. As a reaction SMILES: [C:21]([c:22]1[cH:23][cH:24][cH:25][cH:26][cH:27]1)([c:28]1[cH:29][cH:30][cH:31][cH:32][cH:33]1)=[NH:34].[Cl:35][CH2:36][CH2:37][Cl:38].[NH2:1][CH2:2][c:3]1[n:4][c:5]2[cH:6][cH:7][cH:8][c:9]([CH3:20])[c:10]2[c:11](=[O:19])[n:12]1-[c:13]1[cH:14][cH:15][cH:16][cH:17][cH:18]1>>[N:1]([CH2:2][c:3]1[n:4][c:5]2[cH:6][cH:7][cH:8][c:9]([CH3:20])[c:10]2[c:11](=[O:19])[n:12]1-[c:13]1[cH:14][cH:15][cH:16][cH:17][cH:18]1)=[C:21]([c:22]1[cH:23][cH:24][cH:25][cH:26][cH:27]1)[c:28]1[cH:29][cH:30][cH:31][cH:32][cH:33]1.